This data is from the Open Reaction Database (ORD), a public repository of structured organic reaction records. The task is: describe an organic reaction: reactants, conditions, products, and yield The reactants are Cn1cccc(C2c3cc(N)ccc3OC(C)(C)C2O)c1=O, CC(=O)OC(C)=O, c1ccncc1. Yields the product CC(=O)Nc1ccc2c(c1)C(c1cccn(C)c1=O)C(O)C(C)(C)O2. Reaction SMILES: [CH3:1][C:2]1([CH3:22])[O:3][c:4]2[cH:5][cH:6][c:7]([NH2:21])[cH:8][c:9]2[CH:10]([c:13]2[c:14](=[O:20])[n:15]([CH3:19])[cH:16][cH:17][cH:18]2)[CH:11]1[OH:12].[CH3:23][C:24](=[O:25])[O:26][C:27](=[O:28])[CH3:29].[cH:30]1[cH:31][cH:32][n:33][cH:34][cH:35]1>>[CH3:1][C:2]1([CH3:22])[O:3][c:4]2[cH:5][cH:6][c:7]([NH:21][C:24]([CH3:23])=[O:25])[cH:8][c:9]2[CH:10]([c:13]2[c:14](=[O:20])[n:15]([CH3:19])[cH:16][cH:17][cH:18]2)[CH:11]1[OH:12]. Reactants: CN1CCOCC1, Fc1ccccn1, CCOC(=O)CC(C)(C)Cc1cc(F)c(OCCCN)c(Br)c1. The product is CCOC(=O)CC(C)(C)Cc1cc(F)c(OCCCNc2ccccn2)c(Br)c1. RXN SMILES: [CH3:24][N:25]1[CH2:26][CH2:27][O:28][CH2:29][CH2:30]1.[F:31][c:32]1[n:33][cH:34][cH:35][cH:36][cH:37]1.[NH2:1][CH2:2][CH2:3][CH2:4][O:5][c:6]1[c:7]([Br:23])[cH:8][c:9]([CH2:13][C:14]([CH2:15][C:16](=[O:17])[O:18][CH2:19][CH3:20])([CH3:21])[CH3:22])[cH:10][c:11]1[F:12]>>[NH:1]([CH2:2][CH2:3][CH2:4][O:5][c:6]1[c:7]([Br:23])[cH:8][c:9]([CH2:13][C:14]([CH2:15][C:16](=[O:17])[O:18][CH2:19][CH3:20])([CH3:21])[CH3:22])[cH:10][c:11]1[F:12])[c:32]1[n:33][cH:34][cH:35][cH:36][cH:37]1. As a reaction SMILES: [C:1]1([C:7]#[CH:8])[CH:6]=[CH:5][CH:4]=[CH:3][CH:2]=1.[OH-].[K+].C1(C)C=CC=CC=1.[CH3:18][C:19](=[O:22])[CH2:20][CH3:21]>O>[CH3:18][C:19]([OH:22])([CH2:20][CH3:21])[C:8]#[C:7][C:1]1[CH:6]=[CH:5][CH:4]=[CH:3][CH:2]=1 |f:1.2|. Reactants: C1(=CC=CC=C1)C#C (Phenylacetylene), [OH-].[K+] (potassium hydroxide), C1(=CC=CC=C1)C (toluene), CC(CC)=O (2-Butanone). Reported procedure: Phenylacetylene (500 g, 4.2 mol) was added to a mixture of potassium hydroxide flake (290 g) and toluene (3 L). 2-Butanone (425 g, 5.9 mol) was added over 45 minutes keeping the temperature below 30° C. with periodic cooling and the resulting mixture agitated for 20 h at room temperature. Water (1 L) was added, the toluene solution washed until neutral, the solvent evaporated, and the residue distilled to give 517 g (71% yield) of 3-methyl-1-phenyl-1-pentyn-3-ol; bp 107°-110° C./3 mm; IR (film) ... Run in O (Water). Yield: 70.6%. Product: CC(C#CC1=CC=CC=C1)(CC)O (3-methyl-1-phenyl-1-pentyn-3-ol). Run at time 20 hour. The reactants are FC(C=1C=C(C(N)=NO)C=CC1)(F)F (3-trifluoromethylbenzamidoxime), C(C#C)(=O)OCC (ethyl propiolate). Solvent: CO (methanol). Reaction conditions: temperature 200 celsius. The product is C(C)OC(=O)C=1N=C(NC1)C1=CC(=CC=C1)C(F)(F)F (2-(3-trifluoromethylphenyl)-1H-imidazole-4-carboxylic acid ethyl ester). The yield is 22.4%. RXN SMILES: [F:1][C:2]([F:14])([F:13])[C:3]1[CH:4]=[C:5]([CH:10]=[CH:11][CH:12]=1)[C:6](=[N:8]O)[NH2:7].[C:15]([O:19][CH2:20][CH3:21])(=[O:18])[C:16]#[CH:17]>CO>[CH2:20]([O:19][C:15]([C:16]1[N:7]=[C:6]([C:5]2[CH:10]=[CH:11][CH:12]=[C:3]([C:2]([F:14])([F:13])[F:1])[CH:4]=2)[NH:8][CH:17]=1)=[O:18])[CH3:21]. Procedure details: A mixture of 3-trifluoromethylbenzamidoxime (19.89 g, 0.0974 mol) and ethyl propiolate (9.60 g, 0.0974 mol) in 100 mL methanol was refluxed overnight. The reaction was cooled and concentrated in vacuo and trace methanol removed by azeotroping with toluene (2×100 mL). The remaining residue was heated at 200° C. for 6 h in diphenyl ether (50 mL) before cooling and diluting with cold methanol (200 mL). The solid precipitate was filtered off and sucked dry on a glass frit to give 6.2 g of the title ...